Task: describe an organic reaction: reactants, conditions, products, and yield. Dataset: the Open Reaction Database (ORD), a public repository of structured organic reaction records Reactants: O=C1C(O)SCN1c1ccc(Cl)c(Br)c1, CO, ClCCl, [O-][I+3]([O-])([O-])[O-], [Na+], O, Cl[Ru](Cl)Cl. Product: O=C1C(O)OCN1c1ccc(Cl)c(Br)c1. Reaction SMILES: [Br:7][c:8]1[cH:9][c:10]([N:15]2[CH2:16][S:17][CH:18]([OH:21])[C:19]2=[O:20])[cH:11][cH:12][c:13]1[Cl:14].[CH3:26][OH:27].[Cl:22][CH2:23][Cl:24].[I+3:1]([O-:2])([O-:3])([O-:4])[O-:5].[Na+:6].[OH2:25].[Ru:28]([Cl:29])([Cl:30])[Cl:31]>>[O:2]1[CH2:16][N:15]([c:10]2[cH:9][c:8]([Br:7])[c:13]([Cl:14])[cH:12][cH:11]2)[C:19](=[O:20])[CH:18]1[OH:21]. Reaction SMILES: [CH2:1]([CH3:2])[O:3][C:4](=[O:5])[c:6]1[n:7]([CH2:22][CH2:23][CH2:24][O:25][S:26]([CH3:27])(=[O:28])=[O:29])[c:8](-[c:16]2[cH:17][cH:18][cH:19][cH:20][cH:21]2)[c:9]2[cH:10][c:11]([Cl:15])[cH:12][cH:13][c:14]12.[CH3:30][NH:31][c:32]1[cH:33][cH:34][cH:35][cH:36][cH:37]1.[CH3:38][N:39]([CH3:40])[P:41](=[O:42])([N:43]([CH3:44])[CH3:45])[N:46]([CH3:47])[CH3:48]>>[CH2:1]([CH3:2])[O:3][C:4](=[O:5])[c:6]1[n:7]([CH2:22][CH2:23][CH2:24][N:31]([CH3:30])[c:32]2[cH:33][cH:34][cH:35][cH:36][cH:37]2)[c:8](-[c:16]2[cH:17][cH:18][cH:19][cH:20][cH:21]2)[c:9]2[cH:10][c:11]([Cl:15])[cH:12][cH:13][c:14]12. The reactants are CCOC(=O)c1c2ccc(Cl)cc2c(-c2ccccc2)n1CCCOS(C)(=O)=O, CNc1ccccc1, CN(C)P(=O)(N(C)C)N(C)C. The product is CCOC(=O)c1c2ccc(Cl)cc2c(-c2ccccc2)n1CCCN(C)c1ccccc1. The reactants are [N+](=O)([O-])C=1C=C2C(=NC1)C(CC2)C(=O)OCC (ethyl 3-nitro-6,7-dihydro-5H-cyclopenta[b]pyridine-7-carboxylate), [H][H] (hydrogen). Reagents/catalysts: [Pd] (Pd/C). Solvent: C(C)O (ethanol). Yields the product NC=1C=C2C(=NC1)C(CC2)C(=O)OCC (ethyl 3-amino-6,7-dihydro-5H-cyclopenta[b]pyridine-7-carboxylate). RXN SMILES: [N+:1]([C:4]1[CH:5]=[C:6]2[CH2:12][CH2:11][CH:10]([C:13]([O:15][CH2:16][CH3:17])=[O:14])[C:7]2=[N:8][CH:9]=1)([O-])=O.[H][H]>C(O)C.[Pd]>[NH2:1][C:4]1[CH:5]=[C:6]2[CH2:12][CH2:11][CH:10]([C:13]([O:15][CH2:16][CH3:17])=[O:14])[C:7]2=[N:8][CH:9]=1. Procedure: A mixture of ethyl 3-nitro-6,7-dihydro-5H-cyclopenta[b]pyridine-7-carboxylate (4.2 g, 17.8 mmol) and Pd/C (0.5 g, 10%) in 80 mL of ethanol was stirred at room temperature under 50 psi of hydrogen for 2 hours then filtered. The filtrate was concentrated to afford the title compound. The reactants are O=C([O-])[O-], COc1ccc(Cn2ncc3c4c(cnc32)CCc2c-4cnn2-c2ccccc2)cc1, [K+], [K+], O, O=C(O)C(F)(F)F. Product: c1ccc(-n2ncc3c2CCc2cnc4[nH]ncc4c2-3)cc1. RXN SMILES: [C:33](=[O:34])([O-:35])[O-:36].[CH3:1][O:2][c:3]1[cH:4][cH:5][c:6]([CH2:7][n:8]2[n:9][cH:10][c:11]3[c:12]2[n:13][cH:14][c:15]2[c:20]3-[c:19]3[c:18]([n:23](-[c:24]4[cH:25][cH:26][cH:27][cH:28][cH:29]4)[n:22][cH:21]3)[CH2:17][CH2:16]2)[cH:30][cH:31]1.[K+:37].[K+:38].[OH2:32].[OH:39][C:40]([C:41]([F:42])([F:43])[F:44])=[O:45]>>[nH:8]1[n:9][cH:10][c:11]2[c:12]1[n:13][cH:14][c:15]1[c:20]2-[c:19]2[c:18]([n:23](-[c:24]3[cH:25][cH:26][cH:27][cH:28][cH:29]3)[n:22][cH:21]2)[CH2:17][CH2:16]1. Reactants: CC(=O)OC(C)=O, CON(C)C(=O)c1cc2c(OCC(O)CN3CCC(c4ccc5ccccc5c4)CC3)cccc2o1, c1ccncc1. The product is CON(C)C(=O)c1cc2c(OCC(CN3CCC(c4ccc5ccccc5c4)CC3)OC(C)=O)cccc2o1. Reaction SMILES: [CH3:37][C:38](=[O:39])[O:40][C:41](=[O:42])[CH3:43].[OH:1][CH:2]([CH2:3][O:4][c:5]1[cH:6][cH:7][cH:8][c:9]2[o:10][c:11]([C:14](=[O:15])[N:16]([CH3:17])[O:18][CH3:19])[cH:12][c:13]12)[CH2:20][N:21]1[CH2:22][CH2:23][CH:24]([c:27]2[cH:28][c:29]3[cH:30][cH:31][cH:32][cH:33][c:34]3[cH:35][cH:36]2)[CH2:25][CH2:26]1.[cH:44]1[cH:45][cH:46][n:47][cH:48][cH:49]1>>[O:1]([CH:2]([CH2:3][O:4][c:5]1[cH:6][cH:7][cH:8][c:9]2[o:10][c:11]([C:14](=[O:15])[N:16]([CH3:17])[O:18][CH3:19])[cH:12][c:13]12)[CH2:20][N:21]1[CH2:22][CH2:23][CH:24]([c:27]2[cH:28][c:29]3[cH:30][cH:31][cH:32][cH:33][c:34]3[cH:35][cH:36]2)[CH2:25][CH2:26]1)[C:38]([CH3:37])=[O:39]. Starting materials: BrC=1C=C2C(=CC1)OC=1C(=NC(=CC1[C@@]21N=C(C2=C1C=NC=C2)N)Cl)F ((S)-7-bromo-3-chloro-1-fluorospiro[chromeno[2,3-c]pyridine-5,3′-pyrrolo[3,4-c]pyridin]-1′-amine), C(=O)(C(F)(F)F)O (TFA). Product: FC(C(=O)O)(F)F.ClC1=CC2=C(C(=N1)F)OC1=CC=C(C=C1[C@]21N=C(C2=C1C=NC=C2)N)C=2C(=NC=CC2)F ((S)-3-Chloro-1-fluoro-7-(2-fluoropyridin-3-yl)spiro[chromeno[2,3-c]pyridine-5,3′-pyrrolo[3,4-c]pyridin]-1′-amine 2,2,2-trifluoroacetate). RXN SMILES: Br[C:2]1[CH:3]=[C:4]2[C@@:15]3([C:19]4[CH:20]=[N:21][CH:22]=[CH:23][C:18]=4[C:17]([NH2:24])=[N:16]3)[C:14]3[CH:13]=[C:12]([Cl:25])[N:11]=[C:10]([F:26])[C:9]=3[O:8][C:5]2=[CH:6][CH:7]=1.[C:27]([OH:33])([C:29]([F:32])([F:31])[F:30])=[O:28]>>[F:30][C:29]([F:32])([F:31])[C:27]([OH:33])=[O:28].[Cl:25][C:12]1[N:11]=[C:10]([F:26])[C:9]2[O:8][C:5]3[C:4]([C@@:15]4([C:19]5[CH:20]=[N:21][CH:22]=[CH:23][C:18]=5[C:17]([NH2:24])=[N:16]4)[C:14]=2[CH:13]=1)=[CH:3][C:2]([C:27]1[C:29]([F:32])=[N:11][CH:10]=[CH:9][CH:14]=1)=[CH:7][CH:6]=3 |f:2.3|. Procedure: The title compound was synthesized by procedures and steps analogous to those described in Example 5 above, but using (S)-7-bromo-3-chloro-1-fluorospiro[chromeno[2,3-c]pyridine-5,3′-pyrrolo[3,4-c]pyridin]-1′-amine (14c-2) in step 3. MS m/z=447.5 [M+H]+. Calculated for C23H12ClF2N5O.C2HF3O2: 561.85 (TFA salt) 1H NMR (400 MHz, MeOH) δ ppm 7.15 (s, 1H) 7.22 (s, 1H) 7.35 (ddd, J=7.14, 5.18, 1.76 Hz, 1H) 7.64 (d, J=8.80 Hz, 1H) 7.78 (d, J=8.61 Hz, 1H) 7.91 (ddd, J=9.88, 7.73, 1.76 Hz, 1H) 8.15 (d, J=... The reactants are N[C@H](C(=O)NCC(F)(F)F)C ((S)-2-amino-N-(2,2,2-trifluoroethyl)propanamide), base, ClC1=NC=CC(=N1)Cl (2,4-dichloropyrimidine). The product is ClC1=NC=CC(=N1)N[C@H](C(=O)NCC(F)(F)F)C ((S)-2-(2-chloropyrimidin-4-ylamino)-N-(2,2,2-trifluoroethyl)propanamide), solid. Reaction SMILES: [NH2:1][C@@H:2]([CH3:11])[C:3]([NH:5][CH2:6][C:7]([F:10])([F:9])[F:8])=[O:4].[Cl:12][C:13]1[N:18]=[C:17](Cl)[CH:16]=[CH:15][N:14]=1>C(O)(C)C.C(OCC)(=O)C>[Cl:12][C:13]1[N:18]=[C:17]([NH:1][C@@H:2]([CH3:11])[C:3]([NH:5][CH2:6][C:7]([F:8])([F:9])[F:10])=[O:4])[CH:16]=[CH:15][N:14]=1. Solvent: C(C)(C)O (iso-propanol), C(C)(=O)OCC (ethyl acetate). The yield is 63.0%. Reported procedure: To a solution of (S)-2-amino-N-(2,2,2-trifluoroethyl)propanamide (FF) (1 g, 3.35 mol, 1 equiv.) in iso-propanol (10 mL), Huning's base (1.5 mL) was added, followed by 2,4-dichloropyrimidine (JJ). The resulting mixture was refluxed for 18 h. The reaction mixture was then diluted in ethyl acetate, washed with aqueous HCl 0.5 M and water, and dried over anhydrous Na2SO4. The crude oil was then purified by flash chromatography on silica gel, eluting with hexanes/ethyl acetate mixtures (100:0 to 0:10... Starting materials: FC=1C=CC2=C(N(C(=N2)C(=O)N([C@@H]2CN(C[C@@H](C2)C(=O)N2CCOCC2)C(=O)OC(C)(C)C)CC(C)C)CCCCOC)C1 (tert-Butyl (3S,5R)-3-[{[6-fluoro-1-(4-methoxybutyl)-1H-benzimidazol-2-yl]carbonyl}(2-methylpropyl)amino]-5-(morpholin-4-ylcarbonyl)piperidine-1-carboxylate), C(C)(=O)OCC.Cl (hydrogen chloride-ethyl acetate). Run at time 4 hour. The product is Cl.Cl.FC=1C=CC2=C(N(C(=N2)C(=O)N([C@@H]2CNC[C@@H](C2)C(=O)N2CCOCC2)CC(C)C)CCCCOC)C1 (6-fluoro-1-(4-methoxybutyl)-N-(2-methylpropyl)-N-[(3S,5R)-5-(morpholin-4-ylcarbonyl)piperidin-3-yl]-1H-benzimidazole-2-carboxamide dihydrochloride). RXN SMILES: [F:1][C:2]1[CH:3]=[CH:4][C:5]2[N:9]=[C:8]([C:10]([N:12]([CH2:34][CH:35]([CH3:37])[CH3:36])[C@H:13]3[CH2:18][C@@H:17]([C:19]([N:21]4[CH2:26][CH2:25][O:24][CH2:23][CH2:22]4)=[O:20])[CH2:16][N:15](C(OC(C)(C)C)=O)[CH2:14]3)=[O:11])[N:7]([CH2:38][CH2:39][CH2:40][CH2:41][O:42][CH3:43])[C:6]=2[CH:44]=1.C(OCC)(=O)C.[ClH:51]>>[ClH:51].[ClH:51].[F:1][C:2]1[CH:3]=[CH:4][C:5]2[N:9]=[C:8]([C:10]([N:12]([CH2:34][CH:35]([CH3:37])[CH3:36])[C@H:13]3[CH2:18][C@@H:17]([C:19]([N:21]4[CH2:22][CH2:23][O:24][CH2:25][CH2:26]4)=[O:20])[CH2:16][NH:15][CH2:14]3)=[O:11])[N:7]([CH2:38][CH2:39][CH2:40][CH2:41][O:42][CH3:43])[C:6]=2[CH:44]=1 |f:1.2,3.4.5|. Reported procedure: tert-Butyl (3S,5R)-3-[{[6-fluoro-1-(4-methoxybutyl)-1H-benzimidazol-2-yl]carbonyl}(2-methylpropyl)amino]-5-(morpholin-4-ylcarbonyl)piperidine-1-carboxylate was dissolved in 4M hydrogen chloride-ethyl acetate (5 ml), and the mixture was stirred at room temperature for 4 hr. The reaction mixture was concentrated to give the object product (567 mg). Starting materials: BrC1=CC=C(C=C1)N1C(C(CC1)=C)=O (1-(4-bromophenyl)-3-methylene-2-pyrrolidinone), COCCN1CCNCC1 (4-(2-methoxyethyl)piperazine), COCCOC (ethylene glycol dimethyl ether). Run in O (water). The product is BrC1=CC=C(C=C1)N1C(C(CC1)CN1CCN(CC1)CCOC)=O (1-(4-bromophenyl)-3-[4-(2-methoxyethyl)piperazine-1-yl]methyl-2-pyrrolidinone). The yield is 92.7%. RXN SMILES: [Br:1][C:2]1[CH:7]=[CH:6][C:5]([N:8]2[CH2:12][CH2:11][C:10](=[CH2:13])[C:9]2=[O:14])=[CH:4][CH:3]=1.[CH3:15][O:16][CH2:17][CH2:18][N:19]1[CH2:24][CH2:23][NH:22][CH2:21][CH2:20]1.COCCOC>O>[Br:1][C:2]1[CH:7]=[CH:6][C:5]([N:8]2[CH2:12][CH2:11][CH:10]([CH2:13][N:22]3[CH2:23][CH2:24][N:19]([CH2:18][CH2:17][O:16][CH3:15])[CH2:20][CH2:21]3)[C:9]2=[O:14])=[CH:4][CH:3]=1. Procedure details: 1.31 g of 1-(4-bromophenyl)-3-methylene-2-pyrrolidinone and 1.00 g of 4-(2-methoxyethyl)piperazine were mixed with 5 ml of ethylene glycol dimethyl ether. The mixture was refluxed for 6.5 hours and then cooled. Thereto was added water. The mixture was subjected to extraction with ethyl acetate twice. The organic layer was dried over anhydrous magnesium sulfate and then concentrated to obtain 1.91 g of 1-(4-bromophenyl)-3-[4-(2-methoxyethyl)piperazine-1-yl]methyl-2-pyrrolidinone.